This data is from the Open Reaction Database (ORD), a public repository of structured organic reaction records. The task is: describe an organic reaction: reactants, conditions, products, and yield Reactants: C(C)N1N=C(C(=C1)C)C(=O)O (1-ethyl-4-methyl-1H-pyrazole-3-carboxylic acid), NC=1C=C(OC=2C=CC=3N(C2)N=C(N3)NC(=O)C3CC3)C=CC1 (N-[6-(3-aminophenoxy)[1,2,4]triazolo[1,5-a]pyridin-2-yl]cyclopropanecarboxamide), O1CCCC1 (tetrahydrofuran), C(C(=O)Cl)(=O)Cl (oxalyl chloride). Reagents/catalysts: CN(C=O)C (N,N-dimethylformamide). The solvent is CN(C(C)=O)C (N,N-dimethylacetamide). The product is C1(CC1)C(=O)NC1=NN2C(C=CC(=C2)OC=2C=C(C=CC2)NC(=O)C2=NN(C=C2C)CC)=N1 (N-[3-({2-[(cyclopropylcarbonyl)amino][1,2,4]triazolo[1,5-a]pyridin-6-yl}oxy)phenyl]-1-ethyl-4-methyl-1H-pyrazole-3-carboxamide). Isolated yield 52.1%. As a reaction SMILES: [CH2:1]([N:3]1[CH:7]=[C:6]([CH3:8])[C:5]([C:9]([OH:11])=O)=[N:4]1)[CH3:2].O1CCCC1.C(Cl)(=O)C(Cl)=O.[NH2:23][C:24]1[CH:25]=[C:26]([CH:43]=[CH:44][CH:45]=1)[O:27][C:28]1[CH:29]=[CH:30][C:31]2[N:32]([N:34]=[C:35]([NH:37][C:38]([CH:40]3[CH2:42][CH2:41]3)=[O:39])[N:36]=2)[CH:33]=1>CN(C)C=O.CN(C)C(=O)C>[CH:40]1([C:38]([NH:37][C:35]2[N:36]=[C:31]3[CH:30]=[CH:29][C:28]([O:27][C:26]4[CH:25]=[C:24]([NH:23][C:9]([C:5]5[C:6]([CH3:8])=[CH:7][N:3]([CH2:1][CH3:2])[N:4]=5)=[O:11])[CH:45]=[CH:44][CH:43]=4)=[CH:33][N:32]3[N:34]=2)=[O:39])[CH2:41][CH2:42]1. Procedure: In the same manner as in Example 18-4 and using 1-ethyl-4-methyl-1H-pyrazole-3-carboxylic acid (150 mg, 0.970 mmol), tetrahydrofuran (7 mL), oxalyl chloride (93.0 μL, 1.07 mmol), N-[6-(3-aminophenoxy)[1,2,4]triazolo[1,5-a]pyridin-2-yl]cyclopropanecarboxamide (200 mg, 0.646 mmol), N,N-dimethylformamide (1 drop) and N,N-dimethylacetamide (5 mL) as starting materials, the title compound (150 mg, 52%) was obtained as a white solid. The reactants are C(C1=CC=CC=C1)OC([C@@H](C[C@@H](CC1=CC=C(C=C1)C1=CC=CC=C1)NC(=O)OC(C)(C)C)C)=O ((2R,4S)-5-biphenyl-4-yl-4-tert-butoxycarbonylamino-2-methyl-pentanoic acid benzyl ester), Cl (HCl). Solvent: C1CCOC1 (THF), O1CCOCC1 (dioxane). Conditions: time 1 hour. Yields the product Cl.C(C1=CC=CC=C1)OC([C@@H](C[C@@H](CC1=CC=C(C=C1)C1=CC=CC=C1)N)C)=O ((2R,4S)-4-amino-5-biphenyl-4-yl-2-methyl-pentanoic acid benzyl ester hydrochloride). RXN SMILES: [CH2:1]([O:8][C:9](=[O:35])[C@H:10]([CH3:34])[CH2:11][C@H:12]([NH:26]C(OC(C)(C)C)=O)[CH2:13][C:14]1[CH:19]=[CH:18][C:17]([C:20]2[CH:25]=[CH:24][CH:23]=[CH:22][CH:21]=2)=[CH:16][CH:15]=1)[C:2]1[CH:7]=[CH:6][CH:5]=[CH:4][CH:3]=1.[ClH:36]>C1COCC1.O1CCOCC1>[ClH:36].[CH2:1]([O:8][C:9](=[O:35])[C@H:10]([CH3:34])[CH2:11][C@H:12]([NH2:26])[CH2:13][C:14]1[CH:15]=[CH:16][C:17]([C:20]2[CH:21]=[CH:22][CH:23]=[CH:24][CH:25]=2)=[CH:18][CH:19]=1)[C:2]1[CH:3]=[CH:4][CH:5]=[CH:6][CH:7]=1 |f:4.5|. Procedure: Next, to a solution of (2R,4S)-5-biphenyl-4-yl-4-tert-butoxycarbonylamino-2-methyl-pentanoic acid benzyl ester in THF (5 mL) is added 4M HCl in dioxane (3 mL) and the solution is stirred at room temperature for 1 hour. The solvent is removed under reduced pressure to give the title compound. MS 374.4 (M+1). The reactants are Cc1cccc(C)c1CCl, CC#N, [I-], [K+], CCOC(=O)c1nc2c(N)cccn2c1C, [Na+], [Na+], O=C([O-])[O-]. Yields the product CCOC(=O)c1nc2c(NCc3c(C)cccc3C)cccn2c1C. As a reaction SMILES: [CH3:17][c:18]1[c:19]([CH2:20][Cl:21])[c:22]([CH3:26])[cH:23][cH:24][cH:25]1.[CH3:35][C:36]#[N:37].[I-:34].[K+:33].[NH2:1][c:2]1[c:3]2[n:4]([cH:5][cH:6][cH:7]1)[c:8]([CH3:16])[c:9]([C:11](=[O:12])[O:13][CH2:14][CH3:15])[n:10]2.[Na+:27].[Na+:28].[O-:29][C:30](=[O:31])[O-:32]>>[NH:1]([c:2]1[c:3]2[n:4]([cH:5][cH:6][cH:7]1)[c:8]([CH3:16])[c:9]([C:11](=[O:12])[O:13][CH2:14][CH3:15])[n:10]2)[CH2:20][c:19]1[c:18]([CH3:17])[cH:25][cH:24][cH:23][c:22]1[CH3:26]. Reactants: COCC(=O)O (methoxyacetic acid), ClC=1C=C(C=CC1OCC1=NC=CC=C1)NC1=NC=NC2=CC=CC(=C12)O[C@H](CNC)C (N-[3-chloro-4-(pyridin-2-ylmethoxy)phenyl]-5-[(1S)-1-methyl-2-(methylamino) ethoxy]quinazolin-4-amine). The product is ClC=1C=C(C=CC1OCC1=NC=CC=C1)NC1=NC=NC2=CC=CC(=C12)O[C@H](CN(C(COC)=O)C)C (N-{(2S)-2-[(4-{[3-Chloro-4-(pyridin-2-ylmethoxy)phenyl]amino}quinazolin-5-yl)oxy]propyl}-2-methoxy-N-methylacetamide). The yield is 39.0%. As a reaction SMILES: [CH3:1][O:2][CH2:3][C:4]([OH:6])=O.[Cl:7][C:8]1[CH:9]=[C:10]([NH:22][C:23]2[C:32]3[C:27](=[CH:28][CH:29]=[CH:30][C:31]=3[O:33][C@@H:34]([CH3:38])[CH2:35][NH:36][CH3:37])[N:26]=[CH:25][N:24]=2)[CH:11]=[CH:12][C:13]=1[O:14][CH2:15][C:16]1[CH:21]=[CH:20][CH:19]=[CH:18][N:17]=1>>[Cl:7][C:8]1[CH:9]=[C:10]([NH:22][C:23]2[C:32]3[C:27](=[CH:28][CH:29]=[CH:30][C:31]=3[O:33][C@@H:34]([CH3:38])[CH2:35][N:36]([CH3:37])[C:4](=[O:6])[CH2:3][O:2][CH3:1])[N:26]=[CH:25][N:24]=2)[CH:11]=[CH:12][C:13]=1[O:14][CH2:15][C:16]1[CH:21]=[CH:20][CH:19]=[CH:18][N:17]=1. Reported procedure: The procedure described in Example 1 was repeated using methoxyacetic acid and N-[3-chloro-4-(pyridin-2-ylmethoxy)phenyl]-5-[(1S)-1-methyl-2-(methylamino) ethoxy]quinazolin-4-amine (obtained as described for the R-antipode in Example 2.3, preparation of starting materials) to give the title compound in 39% yield; NMR spectrum (DMSO-d6) 1.38 (d, 3H), 2.99 (s, 3H), 3.16 (s, 3H), 3.27 (1H obscured by H2O), 4.03 (s, 2H), 4.23 (m, 1H), 5.11 (m, 1H), 5.29 (s, 2H), 7.24 (m, 2H), 7.30 (d, 1H), 7.35 (m, ... Starting materials: C1(CC1)C=1C=CC(=NC1CC1=CC=C(C=C1)F)C(=O)O (5-cyclopropyl-6-(4-fluoro-benzyl)-pyridine-2-carboxylic acid), Cl.NC(C(=O)OCC)(CC)CC (ethyl 2-amino-2-ethylbutanoate hydrochloride). Product: C1(CC1)C=1C=CC(=NC1CC1=CC=C(C=C1)F)C(=O)NC(C(=O)OCC)(CC)CC (Ethyl 2-(5-cyclopropyl-6-(4-fluorobenzyl)picolinamido)-2-ethylbutanoate). Reaction SMILES: [CH:1]1([C:4]2[CH:5]=[CH:6][C:7]([C:18]([OH:20])=O)=[N:8][C:9]=2[CH2:10][C:11]2[CH:16]=[CH:15][C:14]([F:17])=[CH:13][CH:12]=2)[CH2:3][CH2:2]1.Cl.[NH2:22][C:23]([CH2:31][CH3:32])([CH2:29][CH3:30])[C:24]([O:26][CH2:27][CH3:28])=[O:25]>>[CH:1]1([C:4]2[CH:5]=[CH:6][C:7]([C:18]([NH:22][C:23]([CH2:29][CH3:30])([CH2:31][CH3:32])[C:24]([O:26][CH2:27][CH3:28])=[O:25])=[O:20])=[N:8][C:9]=2[CH2:10][C:11]2[CH:12]=[CH:13][C:14]([F:17])=[CH:15][CH:16]=2)[CH2:2][CH2:3]1 |f:1.2|. Procedure details: The title compound was synthesized in analogy to Example 1, using 5-cyclopropyl-6-(4-fluoro-benzyl)-pyridine-2-carboxylic acid (Example 155 g) and ethyl 2-amino-2-ethylbutanoate hydrochloride (CAN 1135219-29-2) as starting materials. MS (EI): m/e=413.1 [M+H]+. The product is COc1ccccc1OCCCCCl. The reactants are ClCCCCBr, COc1ccccc1O. RXN SMILES: [Br:10][CH2:11][CH2:12][CH2:13][CH2:14][Cl:15].[CH3:1][O:2][c:3]1[cH:4][cH:5][cH:6][cH:7][c:8]1[OH:9]>>[CH3:1][O:2][c:3]1[cH:4][cH:5][cH:6][cH:7][c:8]1[O:9][CH2:11][CH2:12][CH2:13][CH2:14][Cl:15]. The product is COc1ccc(N2Cc3cnc(Cl)nc3N(C3CCC(O[Si](C)(C)C(C)(C)C)CC3)C2=O)c(F)c1. Reaction SMILES: [C:25]([CH3:26])([CH3:27])([CH3:28])[Si:29]([CH3:30])([CH3:31])[O:32][CH:33]1[CH2:34][CH2:35][CH:36]([N:39]=[C:40]=[O:41])[CH2:37][CH2:38]1.[CH2:20]([Li:21])[CH2:22][CH2:23][CH3:24].[CH3:47][CH2:48][O:49][C:50](=[O:51])[CH3:52].[Cl:1][c:2]1[n:3][cH:4][c:5]([CH2:9][NH:10][c:11]2[c:12]([F:19])[cH:13][c:14]([O:17][CH3:18])[cH:15][cH:16]2)[c:6]([Cl:8])[n:7]1.[O:42]1[CH2:43][CH2:44][CH2:45][CH2:46]1>>[Cl:1][c:2]1[n:3][cH:4][c:5]2[c:6]([n:7]1)[N:39]([CH:36]1[CH2:35][CH2:34][CH:33]([O:32][Si:29]([C:25]([CH3:26])([CH3:27])[CH3:28])([CH3:30])[CH3:31])[CH2:38][CH2:37]1)[C:40](=[O:41])[N:10]([c:11]1[c:12]([F:19])[cH:13][c:14]([O:17][CH3:18])[cH:15][cH:16]1)[CH2:9]2. Reactants: CC(C)(C)[Si](C)(C)OC1CCC(N=C=O)CC1, [Li]CCCC, CCOC(C)=O, COc1ccc(NCc2cnc(Cl)nc2Cl)c(F)c1, C1CCOC1. Starting materials: CO (Methanol), CN1C[C@@H]2CCCC[C@]2(CC1)C1=CC(=CC=C1)OC (N-methyl-4a-(m-methoxyphenyl)-trans-decahydroisoquinoline), ice, B(Br)(Br)Br (boron tribromide). The solvent is C(Cl)Cl (methylene chloride), C(Cl)Cl (methylene chloride). Conditions: time 8 hour. Product: C1NCC[C@@H]2CCCC[C@@H]12 (trans-decahydroisoquinoline). RXN SMILES: C[N:2]1[CH2:11][CH2:10][C@@:9]2(C3C=CC=C(OC)C=3)[C@@H:4]([CH2:5][CH2:6][CH2:7][CH2:8]2)[CH2:3]1.B(Br)(Br)Br.CO>C(Cl)Cl>[CH2:3]1[C@H:4]2[C@@H:9]([CH2:8][CH2:7][CH2:6][CH2:5]2)[CH2:10][CH2:11][NH:2]1. Reported procedure: A solution of 800 mg of N-methyl-4a-(m-methoxyphenyl)-trans-decahydroisoquinoline (3.09 mmoles) in 30 ml of methylene chloride was added in portions to an ice-cold solution of 0.59 ml (1.55 g, 6.18 mmoles) of boron tribromide in 15 ml of methylene chloride. The solution, protected under nitrogen, was kept overnight at 25° C. Methanol (5 ml) was then added and the solution evaporated. The residue was treated with 15 ml of 5 N aqueous sodium hydroxide and the mixture stirred for 15 minutes. Ether ... Starting materials: 24.9, C1(=CC=CC=C1)C(N1CCC(CC1)CCCCOS(=O)(=O)C)C1=CC=CC=C1 (methanesulfonoic acid-4-(1-diphenylmethyl-piperidin-4-yl)-butyl ester), [C-]#N.[Na+] (sodium cyanide), Cl.C1(=CC=CC=C1)C(N1CCC(CC1)CCCCO)C1=CC=CC=C1 (4-(1-diphenylmethyl-piperidin-4-yl)-butan-1-ol hydrochloride), TEA, CS(=O)(=O)Cl (methanesulfonoic acid chloride). The reagents and catalysts are C1COCCOCCOCCOCCO1 (15-crown-5). The solvent is CN(C)C=O (DMF), ice water, ice water, ClCCl (dichloromethane), ClCCl (dichloromethane). Reaction conditions: temperature 0 celsius, time 3 hour. The product is C1(=CC=CC=C1)C(N1CCC(CC1)CCCCC#N)C1=CC=CC=C1 (5-(1-diphenylmethyl-piperidin-4-yl)-pentannitrile). Reaction SMILES: Cl.[C:2]1([CH:8]([C:20]2[CH:25]=[CH:24][CH:23]=[CH:22][CH:21]=2)[N:9]2[CH2:14][CH2:13][CH:12]([CH2:15][CH2:16][CH2:17][CH2:18]O)[CH2:11][CH2:10]2)[CH:7]=[CH:6][CH:5]=[CH:4][CH:3]=1.CS(Cl)(=O)=O.C1([CH:37](C2C=CC=CC=2)[N:38]2CCC(CCCCOS(C)(=O)=O)CC2)C=CC=CC=1.[C-]#N.[Na+]>ClCCl.CN(C=O)C.C1OCCOCCOCCOCCOC1>[C:2]1([CH:8]([C:20]2[CH:25]=[CH:24][CH:23]=[CH:22][CH:21]=2)[N:9]2[CH2:14][CH2:13][CH:12]([CH2:15][CH2:16][CH2:17][CH2:18][C:37]#[N:38])[CH2:11][CH2:10]2)[CH:7]=[CH:6][CH:5]=[CH:4][CH:3]=1 |f:0.1,4.5|. Procedure details: 24.9 (69.2 mmol) 4-(1-diphenylmethyl-piperidin-4-yl)-butan-1-ol hydrochloride are suspended in 160 ml absolute dichloromethane and cooled to ca. 0° C. under moisture exclusion. At this temperature, 16.0 g (159 mmol) TEA are first added and thereafter a solution of 0.3 g (90.0 mmol) methanesulfonoic acid chloride in a little absolute dichloromethane is added dropwise. The mixture is then subsequently stirred for three hours at RT and then placed in ice water. The organic phase is washed once with...